This data is from the Open Reaction Database (ORD), a public repository of structured organic reaction records. The task is: describe an organic reaction: reactants, conditions, products, and yield Reactants: CN(C)C=O, Cc1cc(Cl)c([N+](=O)[O-])c(C)c1[N+](=O)[O-], [N-]=[N+]=[N-], [Na+]. Yields the product Cc1cc(N=[N+]=[N-])c([N+](=O)[O-])c(C)c1[N+](=O)[O-]. As a reaction SMILES: [CH3:20][N:21]([CH3:22])[CH:23]=[O:24].[Cl:1][c:2]1[c:3]([N+:13](=[O:14])[O-:15])[c:4]([CH3:12])[c:5]([N+:9](=[O:10])[O-:11])[c:6]([CH3:8])[cH:7]1.[N-:17]=[N+:18]=[N-:19].[Na+:16]>>[c:2]1([N:17]=[N+:18]=[N-:19])[c:3]([N+:13](=[O:14])[O-:15])[c:4]([CH3:12])[c:5]([N+:9](=[O:10])[O-:11])[c:6]([CH3:8])[cH:7]1. Procedure details: A mixture of 7-chloro-5-propynyl-2-(4-trifluoromethoxy-benzyl)-2,3-dihydro-isoindol-1-one (0.082 g, 0.19 mmol) and 10% palladium on carbon (20 mg) in ethanol (25 mL) was reduced under 45 p.s.i. hydrogen. Workup and silica gel column chromatography using combinations 3:1 hexane-ethyl acetate afforded 7-Chloro-5-propyl-2-(4-trifluoromethoxy-benzyl)-2,3-dihydro-isoindol-1-one (0.050 g, 69%). 1H NMR (300 MHz, CDCl3): δ (ppm) 0.94 (t, 3H), 1.64 (m, 2H), 2.63 (t, 2H), 4.20 (s, 2H), 4.78 (s, 2H), 7.09 ... The solvent is C(C)O (ethanol). Reactants: ClC=1C=C(C=C2CN(C(C12)=O)CC1=CC=C(C=C1)OC(F)(F)F)C#CC (7-chloro-5-propynyl-2-(4-trifluoromethoxy-benzyl)-2,3-dihydro-isoindol-1-one), CCCCCC.C(C)(=O)OCC (hexane ethyl acetate), [H][H] (hydrogen). As a reaction SMILES: [Cl:1][C:2]1[CH:3]=[C:4]([C:24]#[C:25][CH3:26])[CH:5]=[C:6]2[C:10]=1[C:9](=[O:11])[N:8]([CH2:12][C:13]1[CH:18]=[CH:17][C:16]([O:19][C:20]([F:23])([F:22])[F:21])=[CH:15][CH:14]=1)[CH2:7]2.[H][H].CCCCCC.C(OCC)(=O)C>[Pd].C(O)C>[Cl:1][C:2]1[CH:3]=[C:4]([CH2:24][CH2:25][CH3:26])[CH:5]=[C:6]2[C:10]=1[C:9](=[O:11])[N:8]([CH2:12][C:13]1[CH:14]=[CH:15][C:16]([O:19][C:20]([F:23])([F:21])[F:22])=[CH:17][CH:18]=1)[CH2:7]2 |f:2.3|. Isolated yield 68.6%. Product: ClC=1C=C(C=C2CN(C(C12)=O)CC1=CC=C(C=C1)OC(F)(F)F)CCC (7-Chloro-5-propyl-2-(4-trifluoromethoxy-benzyl)-2,3-dihydro-isoindol-1-one). The reagents and catalysts are [Pd] (palladium on carbon). The reactants are C1CCOC1, CC(C)(C)[O-], ClCCl, [K+], CCC1CCN(Cc2ccc(COc3cccc4c3CN(C(CCC(=O)OC)C(N)=O)C4=O)cc2)CC1. Product: CCC1CCN(Cc2ccc(COc3cccc4c3CN(C3CCC(=O)NC3=O)C4=O)cc2)CC1. Reaction SMILES: [CH2:1]1[O:2][CH2:3][CH2:4][CH2:5]1.[CH3:43][C:44]([O-:45])([CH3:46])[CH3:47].[Cl:49][CH2:50][Cl:51].[K+:48].[NH2:6][C:7]([CH:8]([CH2:9][CH2:10][C:11](=[O:12])[O:13][CH3:14])[N:15]1[C:16](=[O:41])[c:17]2[cH:18][cH:19][cH:20][c:21]([O:24][CH2:25][c:26]3[cH:27][cH:28][c:29]([CH2:32][N:33]4[CH2:34][CH2:35][CH:36]([CH2:39][CH3:40])[CH2:37][CH2:38]4)[cH:30][cH:31]3)[c:22]2[CH2:23]1)=[O:42]>>[NH:6]1[C:7](=[O:42])[CH:8]([N:15]2[C:16](=[O:41])[c:17]3[cH:18][cH:19][cH:20][c:21]([O:24][CH2:25][c:26]4[cH:27][cH:28][c:29]([CH2:32][N:33]5[CH2:34][CH2:35][CH:36]([CH2:39][CH3:40])[CH2:37][CH2:38]5)[cH:30][cH:31]4)[c:22]3[CH2:23]2)[CH2:9][CH2:10][C:11]1=[O:12]. Starting materials: BrC1=C(C=C(C=C1C)I)C (2-bromo-5-iodo-1,3-dimethylbenzene), CC(CN1N=CC(=C1)B1OC(C(O1)(C)C)(C)C)(C)O (2-methyl-1-(4-(4,4,5,5-tetramethyl-1,3,2-dioxaborolan-2-yl)-1H-pyrazol-1-yl)propan-2-ol), C(=O)([O-])[O-].[Na+].[Na+] (Na2CO3). As a reaction SMILES: [Br:1][C:2]1[C:7]([CH3:8])=[CH:6][C:5](I)=[CH:4][C:3]=1[CH3:10].[CH3:11][C:12]([OH:29])([CH3:28])[CH2:13][N:14]1[CH:18]=[C:17](B2OC(C)(C)C(C)(C)O2)[CH:16]=[N:15]1.C([O-])([O-])=O.[Na+].[Na+]>CN(C)C=O>[Br:1][C:2]1[C:7]([CH3:8])=[CH:6][C:5]([C:17]2[CH:16]=[N:15][N:14]([CH2:13][C:12]([CH3:28])([OH:29])[CH3:11])[CH:18]=2)=[CH:4][C:3]=1[CH3:10] |f:2.3.4|. Yields the product BrC1=C(C=C(C=C1C)C=1C=NN(C1)CC(C)(O)C)C (1-(4-(4-Bromo-3,5-dimethylphenyl)-1H-pyrazol-1-yl)-2-methylpropan-2-ol). The solvent is CN(C=O)C (N,N-dimethylformamide). Run at temperature 60 celsius, time 3 hour. Procedure details: A mixture of 2-bromo-5-iodo-1,3-dimethylbenzene (1.00 g), 2-methyl-1-(4-(4,4,5,5-tetramethyl-1,3,2-dioxaborolan-2-yl)-1H-pyrazol-1-yl)propan-2-ol (1.11 g), and 2 M aqueous Na2CO3 solution (4.0 mL) in N,N-dimethylformamide is purged with argon for 3 min. [1,1′-Bis(diphenylphosphino)-ferrocene]-dichloropalladium dichloromethane complex (85 mg) is added and the mixture is stirred at 60° C. for 3 h. After cooling to room temperature the mixture is diluted with water and ethyl acetate. The organic ph... Starting materials: FC(C(=O)O)(F)F (Triflouroacetic acid), C(C)(C)(C)OC(=O)N1CC2=CC=CC=C2CC1C=1NC=C(N1)C1=CC=CC=C1 (3-(4-phenyl-1H-imidazol-2-yl)-3,4,-dihydro-1H-isoquinoline-2-carboxylic acid tert-butyl ester). The product is C1(=CC=CC=C1)C=1N=C(NC1)C1NCC2=CC=CC=C2C1 (3-(4-phenyl-1H-imidazol-2-yl)-1,2,3,4-tetrahydro-isoquinoline). RXN SMILES: FC(F)(F)C(O)=O.C(OC([N:15]1[CH:24]([C:25]2[NH:26][CH:27]=[C:28]([C:30]3[CH:35]=[CH:34][CH:33]=[CH:32][CH:31]=3)[N:29]=2)[CH2:23][C:22]2[C:17](=[CH:18][CH:19]=[CH:20][CH:21]=2)[CH2:16]1)=O)(C)(C)C>>[C:30]1([C:28]2[N:29]=[C:25]([CH:24]3[CH2:23][C:22]4[C:17](=[CH:18][CH:19]=[CH:20][CH:21]=4)[CH2:16][NH:15]3)[NH:26][CH:27]=2)[CH:31]=[CH:32][CH:33]=[CH:34][CH:35]=1. Procedure details: Triflouroacetic acid (TFA) (4mL) was cooled in a test tube to about 0° C. To the cool solvent was then added the product prepared in Step B (0.75 g, 2 mmol) above. The reaction mixture was allowed to warm to room temperature over about 45 minutes. Excess TFA was removed under a stream of N2 gas. The residue was partitioned between dichloromethane (15 mL) and saturated NaHCO3. The aqueous phase was then re-extracted with a second portion of dichloromethane and the organic phases combined, dried o...